From a dataset of the Open Reaction Database (ORD), a public repository of structured organic reaction records. describe an organic reaction: reactants, conditions, products, and yield Starting materials: O1CC(C1)O (Oxetane-3-ol), CC(C)([O-])C.[K+] (potassium tert-butoxide), ClC1=C(C(=NN1C)C(F)(F)F)C=O (5-Chloro-1-methyl-3-trifluoromethyl-1H-pyrazole-4-carbaldehyde). Solvent: C1CCOC1 (THF). Yields the product CN1N=C(C(=C1OC1COC1)C=O)C(F)(F)F (1-methyl-5-(oxetan-3-yloxy)-3-trifluoromethyl-1H-pyrazole-4-carbaldehyde). Yield: 99.9%. As a reaction SMILES: [O:1]1[CH2:4][CH:3]([OH:5])[CH2:2]1.CC(C)([O-])C.[K+].Cl[C:13]1[N:17]([CH3:18])[N:16]=[C:15]([C:19]([F:22])([F:21])[F:20])[C:14]=1[CH:23]=[O:24]>C1COCC1>[CH3:18][N:17]1[C:13]([O:5][CH:3]2[CH2:4][O:1][CH2:2]2)=[C:14]([CH:23]=[O:24])[C:15]([C:19]([F:20])([F:21])[F:22])=[N:16]1 |f:1.2|. Procedure details: Oxetane-3-ol (6.12 g, 82.7 mmol) was added dropwise to potassium tert-butoxide (1M in THF) (69.6 ml, 69.6 mmol) at room temperature. 5-Chloro-1-methyl-3-trifluoromethyl-1H-pyrazole-4-carbaldehyde (9.86 g, 46.4 mmol) was dissolved in THF (40 ml) and added slowly to the solution. After 25 minutes the mixture was concentrated and the residue partitioned between ethyl acetate and water. The two phases were separated and the aqueous phase was extracted several times with ethyl acetate. The combined o... Starting materials: CC1(C=2C=CC(=CC2C(CC1)(C)C)C=1N=C(SC1)N1CCNCCC1)C (1-[4-(5,5,8,8-tetramethyl-5,6,7,8-tetrahydronaphthalen-2-yl)thiazol-2-yl]-1,4-diazepane), ClCCCO (3-chloropropan-1-ol), Cl (hydrochloride). The product is CC1(C=2C=CC(=CC2C(CC1)(C)C)C=1N=C(SC1)N1CCN(CCC1)CCCO)C (3-{4-[4-(5,5,8,8-tetramethyl-5,6,7,8-tetrahydronaphthalen-2-yl)thiazol-2-yl]-1,4-diazepan-1-yl}propan-1-ol). RXN SMILES: [CH3:1][C:2]1([CH3:26])[CH2:11][CH2:10][C:9]([CH3:13])([CH3:12])[C:8]2[CH:7]=[C:6]([C:14]3[N:15]=[C:16]([N:19]4[CH2:25][CH2:24][CH2:23][NH:22][CH2:21][CH2:20]4)[S:17][CH:18]=3)[CH:5]=[CH:4][C:3]1=2.Cl[CH2:28][CH2:29][CH2:30][OH:31].Cl>>[CH3:1][C:2]1([CH3:26])[CH2:11][CH2:10][C:9]([CH3:12])([CH3:13])[C:8]2[CH:7]=[C:6]([C:14]3[N:15]=[C:16]([N:19]4[CH2:25][CH2:24][CH2:23][N:22]([CH2:28][CH2:29][CH2:30][OH:31])[CH2:21][CH2:20]4)[S:17][CH:18]=3)[CH:5]=[CH:4][C:3]1=2. Procedure details: The preparation is carried out as already described starting from 95 mg (0.244 mmol) of 1-[4-(5,5,8,8-tetramethyl-5,6,7,8-tetrahydronaphthalen-2-yl)thiazol-2-yl]-1,4-diazepane and 30 μl (0.321 mmol) of 3-chloropropan-1-ol. The product is in the form of the hydrochloride. Starting materials: O=C(CCCCC(CCSC(=O)c1ccccc1)SC(=O)c1ccccc1)OC(=O)c1ccccc1, C1COCCO1, O. Yields the product O=C(O)CCCCC(CCSC(=O)c1ccccc1)SC(=O)c1ccccc1. Reaction SMILES: [C:1](=[O:2])([c:3]1[cH:4][cH:5][cH:6][cH:7][cH:8]1)[O:9][C:10]([CH2:11][CH2:12][CH2:13][CH2:14][CH:15]([CH2:16][CH2:17][S:18][C:19]([c:20]1[cH:21][cH:22][cH:23][cH:24][cH:25]1)=[O:26])[S:27][C:28]([c:29]1[cH:30][cH:31][cH:32][cH:33][cH:34]1)=[O:35])=[O:36].[O:38]1[CH2:39][CH2:40][O:41][CH2:42][CH2:43]1.[OH2:37]>>[O:9]=[C:10]([CH2:11][CH2:12][CH2:13][CH2:14][CH:15]([CH2:16][CH2:17][S:18][C:19]([c:20]1[cH:21][cH:22][cH:23][cH:24][cH:25]1)=[O:26])[S:27][C:28]([c:29]1[cH:30][cH:31][cH:32][cH:33][cH:34]1)=[O:35])[OH:36]. Starting materials: BrC1=CC(=NC(=C1)N)N (4-bromo-pyridine-2,6-diamine), C1(=C(C(=CC(=C1)C)C)S(=O)(=O)ON)C (O-mesitylene-sulfonylhydroxylamine), C(C1=CC=CO1)=O (furfural). Product: BrC1=CC=2N(C(=C1)N)N=C(N2)C=2OC=CC2 (7-Bromo-2-furan-2-yl-[1,2,4]triazolo[1,5-a]pyridin-5-ylamine). As a reaction SMILES: [Br:1][C:2]1[CH:7]=[C:6]([NH2:8])[N:5]=[C:4]([NH2:9])[CH:3]=1.C1(C)C=C(C)C=C(C)C=1S(O[NH2:22])(=O)=O.[CH:24](=O)[C:25]1[O:29][CH:28]=[CH:27][CH:26]=1>>[Br:1][C:2]1[CH:7]=[C:6]([NH2:8])[N:5]2[N:22]=[C:24]([C:25]3[O:29][CH:28]=[CH:27][CH:26]=3)[N:9]=[C:4]2[CH:3]=1. Procedure details: The title compound, MS m/e (%): 281 (M++2, 100), was prepared in accordance with the (general method of example 63 from 4-bromo-pyridine-2,6-diamine, O-mesitylene-sulfonylhydroxylamine, and furfural. The purification was performed with reversed phase HPLC eluting with an acetonitrile/water gradient. The reactants are O=C([O-])[O-], O=C(O)Cc1ccc2c(c1)OCO2, CI, [Cs+], [Cs+], CN(C)C=O, O. Product: COC(=O)Cc1ccc2c(c1)OCO2. RXN SMILES: [C:14](=[O:15])([O-:16])[O-:17].[CH2:1]1[O:2][c:3]2[cH:4][c:5]([CH2:10][C:11](=[O:12])[OH:13])[cH:6][cH:7][c:8]2[O:9]1.[CH3:20][I:21].[Cs+:18].[Cs+:19].[O:23]=[CH:24][N:25]([CH3:26])[CH3:27].[OH2:22]>>[CH2:1]1[O:2][c:3]2[cH:4][c:5]([CH2:10][C:11](=[O:12])[O:13][CH3:14])[cH:6][cH:7][c:8]2[O:9]1. Reactants: C(C1=CC=CC=C1)OCO[C@@H]([C@@H](C[C@@H]1CCC([C@](O1)(OC)C(C)(\C=C\C1OC(CC(C1)=C)CC1OC(C[C@@H](C1)O)C[C@H](CCO[Si](C1=CC=CC=C1)(C1=CC=CC=C1)C(C)(C)C)OCC1=CC=C(C=C1)OC)C)=O)O[Si](C)(C)C(C)(C)C)C ((2S,6S)-6-((2R,3R)-3-(benzyloxy methoxy)-2-(tert-butyldimethylsilyloxy)butyl)-2-((E)-4-(6-(((4S)-6-((S)-4-(tert-butyl diphenylsilyloxy)-2-(4-methoxy benzyloxy)butyl)-4-hydroxytetrahydro-2H-pyran-2-yl)methyl)-4-methylenetetrahydro-2H-pyran-2-yl)-2-methylbut-3-en-2-yl)-2-methoxydihydro-2H-pyran-3(4H)-one), C(C)(C)N(CC)C(C)C (diisopropylethylamine), [Si](C)(C)(C(C)(C)C)OS(=O)(=O)C(F)(F)F (TBSOTf). Run in C(Cl)Cl (CH2Cl2). Conditions: temperature 0 celsius, time 40 minute. Yields the product C(C1=CC=CC=C1)OCO[C@@H]([C@@H](C[C@@H]1CCC([C@](O1)(OC)C(C)(\C=C\[C@@H]1O[C@@H](CC(C1)=C)C[C@@H]1O[C@@H](C[C@@H](C1)O[Si](C)(C)C(C)(C)C)C[C@H](CCO[Si](C1=CC=CC=C1)(C1=CC=CC=C1)C(C)(C)C)OCC1=CC=C(C=C1)OC)C)=O)O[Si](C)(C)C(C)(C)C)C ((2S,6S)-6-((2R,3R)-3-(benzyloxymethoxy)-2-(tert-butyldimethyl silyloxy)butyl)-2-((E)-4-((2R,6S)-6-(((2S,4S,6R)-4-(tert-butyldimethyl silyloxy)-6-((S)-4-(tert-butyldiphenylsilyloxy)-2-(4-methoxybenzyloxyl)butyl)tetrahydro-2H-pyran-2-yl)methyl)-4-methylenetetra hydro-2H-pyran-2-yl)-2-methylbut-3-en-2-yl)-2-methoxydihydro-2H-pyran-3(4H)-one). Yield: 97.1%. RXN SMILES: [CH2:1]([O:8][CH2:9][O:10][C@H:11]([CH3:83])[C@H:12]([O:75][Si:76]([C:79]([CH3:82])([CH3:81])[CH3:80])([CH3:78])[CH3:77])[CH2:13][C@H:14]1[O:19][C@:18]([C:22]([CH3:73])(/[CH:24]=[CH:25]/[CH:26]2[CH2:31][C:30](=[CH2:32])[CH2:29][CH:28]([CH2:33][CH:34]3[CH2:39][C@@H:38]([OH:40])[CH2:37][CH:36]([CH2:41][C@@H:42]([O:63][CH2:64][C:65]4[CH:70]=[CH:69][C:68]([O:71][CH3:72])=[CH:67][CH:66]=4)[CH2:43][CH2:44][O:45][Si:46]([C:59]([CH3:62])([CH3:61])[CH3:60])([C:53]4[CH:58]=[CH:57][CH:56]=[CH:55][CH:54]=4)[C:47]4[CH:52]=[CH:51][CH:50]=[CH:49][CH:48]=4)[O:35]3)[O:27]2)[CH3:23])([O:20][CH3:21])[C:17](=[O:74])[CH2:16][CH2:15]1)[C:2]1[CH:7]=[CH:6][CH:5]=[CH:4][CH:3]=1.C(N(C(C)C)CC)(C)C.[Si:93](OS(C(F)(F)F)(=O)=O)([C:96]([CH3:99])([CH3:98])[CH3:97])([CH3:95])[CH3:94]>C(Cl)Cl>[CH2:1]([O:8][CH2:9][O:10][C@H:11]([CH3:83])[C@H:12]([O:75][Si:76]([C:79]([CH3:82])([CH3:81])[CH3:80])([CH3:78])[CH3:77])[CH2:13][C@H:14]1[O:19][C@:18]([C:22]([CH3:23])(/[CH:24]=[CH:25]/[C@H:26]2[CH2:31][C:30](=[CH2:32])[CH2:29][C@@H:28]([CH2:33][C@H:34]3[CH2:39][C@@H:38]([O:40][Si:93]([C:96]([CH3:99])([CH3:98])[CH3:97])([CH3:95])[CH3:94])[CH2:37][C@@H:36]([CH2:41][C@@H:42]([O:63][CH2:64][C:65]4[CH:70]=[CH:69][C:68]([O:71][CH3:72])=[CH:67][CH:66]=4)[CH2:43][CH2:44][O:45][Si:46]([C:59]([CH3:62])([CH3:61])[CH3:60])([C:53]4[CH:54]=[CH:55][CH:56]=[CH:57][CH:58]=4)[C:47]4[CH:52]=[CH:51][CH:50]=[CH:49][CH:48]=4)[O:35]3)[O:27]2)[CH3:73])([O:20][CH3:21])[C:17](=[O:74])[CH2:16][CH2:15]1)[C:2]1[CH:7]=[CH:6][CH:5]=[CH:4][CH:3]=1. Procedure details: To a solution of alcohol 19 (83.8 mg, 0.0712 mmol, 1.0 equiv) in CH2Cl2 (7.1 mL, 0.001M) in a 25 mL rb flask at 0° C. was added diisopropylethylamine (45.8 mg, 0.427 mmol, 6.0 equiv) and TBSOTf (47.0 mg, 0.178 mmol, 2.5 equiv) via syringe. The solution was stirred at 0° C. for 40 min, then quenched by the addition of 1.0 mL of methanol. Stirring was continued for another 10 min, and then saturated aqueous NaHCO3 solution (5 mL) was added. The aqueous phase was separated and extracted with CH2Cl2...